This data is from the Open Reaction Database (ORD), a public repository of structured organic reaction records. The task is: describe an organic reaction: reactants, conditions, products, and yield The reactants are COC1=C(C(=C(C(=C1)OCOC)OC)CCCCC\C=C/CCCC)OCOC (1,4-dimethoxy-2,5-bis(methoxymethoxy)-3-(Z-6-undecenyl)benzene), C(O)([O-])=O.[Na+] (sodium hydrogen carbonate), C1=CC=CC=C1 (benzene), Cl (hydrogen chloride). Solvent: mixed solvent, C(C)(C)O.O1CCCC1 (isopropanol tetrahydrofuran), CO (methanol), C(C)(=O)OCC.C1=CC=CC=C1 (ethyl acetate benzene), C(C)(C)O.O1CCCC1 (isopropanol tetrahydrofuran). Conditions: time 3 hour. Yields the product COC=1C(C=C(C(C1CCCCC\C=C/CCCC)=O)OC)=O (2,5-dimethoxy-3(Z-6-undecenyl)-1,4-benzoquinone). Reaction SMILES: [CH3:1][O:2][C:3]1[CH:8]=[C:7]([O:9]COC)[C:6]([O:13][CH3:14])=[C:5]([CH2:15][CH2:16][CH2:17][CH2:18][CH2:19]/[CH:20]=[CH:21]\[CH2:22][CH2:23][CH2:24][CH3:25])[C:4]=1[O:26]COC.Cl.C1C=CC=CC=1.C(=O)([O-])O.[Na+]>C(O)(C)C.O1CCCC1.CO.C(OCC)(=O)C.C1C=CC=CC=1>[CH3:14][O:13][C:6]1[C:7](=[O:9])[CH:8]=[C:3]([O:2][CH3:1])[C:4](=[O:26])[C:5]=1[CH2:15][CH2:16][CH2:17][CH2:18][CH2:19]/[CH:20]=[CH:21]\[CH2:22][CH2:23][CH2:24][CH3:25] |f:3.4,5.6,8.9|. Procedure details: 500 Milligrams of 1,4-dimethoxy-2,5-bis(methoxymethoxy)-3-(Z-6-undecenyl)benzene was dissolved in 10 ml of a mixed solvent of isopropanol-tetrahydrofuran, and at room temperature, under nitrogen gas stream conditions, 2 ml of isopropanol-tetrahydrofuran (1:1) solution containing 20% of hydrogen chloride was added thereto and the whole mixture was stirred for 3 hours. The solvent was removed by evaporating under reduced pressure on a water bath at below 20° C. The residue obtained was further tre... Starting materials: NC=1SC=C(N1)C(C(=O)N[C@H]1[C@H]2SCC(=C(N2C1=O)C(=O)O)CSC1=CC(=NC=2N1N=CC2)C2=CC(=C(C=C2)O)O)=O ((6R, 7R)-7-(2-Amino-4-thiazoleglyoxylamido)-3-[[[5-(3,4-dihydroxyphenyl)pyrazolo[1,5-a]pyrimidin-7-yl]thio]methyl]-8-oxo-5-thia-1-azabicyclo[4.2.0]oct-2-ene-2-carboxylic acid), NOCC=1NC=C(C(N1)=O)O (2-(aminooxy)methyl-5-hydroxy-4(1H)-pyrimidinone), O.C1(=CC=C(C=C1)S(=O)(=O)O)C (p-toluenesulphonic acid hydrate). Solvent: CC(=O)N(C)C (dimethylacetamide). Reaction conditions: time 14 hour. Yields the product NC=1SC=C(N1)/C(/C(=O)N[C@H]1[C@H]2SCC(=C(N2C1=O)C(=O)O)CSC1=CC(=NC=2N1N=CC2)C2=CC(=C(C=C2)O)O)=N/OCC=2NC=C(C(N2)=O)O ((6R,7R)-7-[(Z)-2-(2-amino-4-thiazolyl)-2-[[(1,4-dihydro-5-hydroxy-4-oxo-2-pyrimidinyl)methoxy]imino]acetamido]-3-[[[5-(3,4-dihydroxyphenyl)pyrazolo[1,5-a]pyrimidin-7-yl]thio]methyl]-8-oxo-5-thia-1-azabicyclo[ 4.2.0]oct-2-ene-2-carboxylic acid). The yield is 104.6%. Reaction SMILES: [NH2:1][C:2]1[S:3][CH:4]=[C:5]([C:7](=O)[C:8]([NH:10][C@@H:11]2[C:18](=[O:19])[N:17]3[C@@H:12]2[S:13][CH2:14][C:15]([CH2:23][S:24][C:25]2[N:30]4[N:31]=[CH:32][CH:33]=[C:29]4[N:28]=[C:27]([C:34]4[CH:39]=[CH:38][C:37]([OH:40])=[C:36]([OH:41])[CH:35]=4)[CH:26]=2)=[C:16]3[C:20]([OH:22])=[O:21])=[O:9])[N:6]=1.[NH2:43][O:44][CH2:45][C:46]1[NH:47][CH:48]=[C:49]([OH:53])[C:50](=[O:52])[N:51]=1.O.C1(C)C=CC(S(O)(=O)=O)=CC=1>CC(N(C)C)=O>[NH2:1][C:2]1[S:3][CH:4]=[C:5](/[C:7](=[N:43]/[O:44][CH2:45][C:46]2[NH:47][CH:48]=[C:49]([OH:53])[C:50](=[O:52])[N:51]=2)/[C:8]([NH:10][C@@H:11]2[C:18](=[O:19])[N:17]3[C@@H:12]2[S:13][CH2:14][C:15]([CH2:23][S:24][C:25]2[N:30]4[N:31]=[CH:32][CH:33]=[C:29]4[N:28]=[C:27]([C:34]4[CH:39]=[CH:38][C:37]([OH:40])=[C:36]([OH:41])[CH:35]=4)[CH:26]=2)=[C:16]3[C:20]([OH:22])=[O:21])=[O:9])[N:6]=1 |f:2.3|. Reported procedure: (6R, 7R)-7-(2-Amino-4-thiazoleglyoxylamido)-3-[[[5-(3,4-dihydroxyphenyl)pyrazolo[1,5-a]pyrimidin-7-yl]thio]methyl]-8-oxo-5-thia-1-azabicyclo[4.2.0]oct-2-ene-2-carboxylic acid (125 mg) (0.2 mmol), 41 mg (0.26 mmol) of 2-(aminooxy)methyl-5-hydroxy-4(1H)-pyrimidinone and 50 mg (0.26 mmol) of p-toluenesulphonic acid hydrate are dissolved in 3 ml of absolute dimethylacetamide. After stirring at room temperature for 14 hours the mixture is concentrated in a high vacuum at room temperature and the resi...